From a dataset of the Open Reaction Database (ORD), a public repository of structured organic reaction records. describe an organic reaction: reactants, conditions, products, and yield Reactants: Cn1cc(C2=C(c3c4n(c5ccccc35)CCC(CNC(=O)OC(C)(C)C)C4)C(=O)OC2=O)c2ccccc21, O=C([O-])[O-], CN(C)C=O, Cl, [K+], [K+], NO, O. Yields the product Cn1cc(C2=C(c3c4n(c5ccccc35)CCC(CNC(=O)OC(C)(C)C)C4)C(=O)N(O)C2=O)c2ccccc21. Reaction SMILES: [C:1]([CH3:2])([CH3:3])([CH3:4])[O:5][C:6](=[O:7])[NH:8][CH2:9][CH:10]1[CH2:11][c:12]2[n:13]([c:14]3[cH:15][cH:16][cH:17][cH:18][c:19]3[c:20]2[C:21]2=[C:25]([c:26]3[cH:27][n:28]([CH3:35])[c:29]4[cH:30][cH:31][cH:32][cH:33][c:34]34)[C:24](=[O:36])[O:23][C:22]2=[O:37])[CH2:38][CH2:39]1.[C:43](=[O:44])([O-:45])[O-:46].[CH3:49][N:50]([CH3:51])[CH:52]=[O:53].[ClH:40].[K+:47].[K+:48].[NH2:41][OH:42].[OH2:54]>>[C:1]([CH3:2])([CH3:3])([CH3:4])[O:5][C:6](=[O:7])[NH:8][CH2:9][CH:10]1[CH2:11][c:12]2[n:13]([c:14]3[cH:15][cH:16][cH:17][cH:18][c:19]3[c:20]2[C:21]2=[C:25]([c:26]3[cH:27][n:28]([CH3:35])[c:29]4[cH:30][cH:31][cH:32][cH:33][c:34]34)[C:24](=[O:36])[N:41]([OH:42])[C:22]2=[O:37])[CH2:38][CH2:39]1. Starting materials: C1(=CC=CC=C1)S(=O)(=O)NC1=CC=C(C=C1)CCCC(=O)O (4-[4-(Benzenesulfonylamino)-phenyl]-butyric Acid), Cl.CN(CCCN=C=NCC)C (1-(3-Dimethylaminopropyl)-3-ethyl-carbodiimide hydrochloride), O.ON1N=NC2=C1C=CC=C2 (1-Hydroxybenzotriazole hydrate), NOC1OCCCC1 (NH2OTHP), C12(C(=O)CC(CC1)C2(C)C)CS(=O)(=O)O (10-camphorsulfonic acid). Reaction SMILES: [C:1]1([S:7]([NH:10][C:11]2[CH:16]=[CH:15][C:14]([CH2:17][CH2:18][CH2:19][C:20]([OH:22])=O)=[CH:13][CH:12]=2)(=[O:9])=[O:8])[CH:6]=[CH:5][CH:4]=[CH:3][CH:2]=1.Cl.CN(C)CCCN=C=NCC.O.[OH:36][N:37]1C2C=CC=CC=2N=N1.NOC1CCCCO1.C12(CS(O)(=O)=O)C(C)(C)C(CC1)CC2=O>CN(C=O)C>[OH:36][NH:37][C:20](=[O:22])[CH2:19][CH2:18][CH2:17][C:14]1[CH:15]=[CH:16][C:11]([NH:10][S:7]([C:1]2[CH:6]=[CH:5][CH:4]=[CH:3][CH:2]=2)(=[O:9])=[O:8])=[CH:12][CH:13]=1 |f:1.2,3.4|. The solvent is CN(C)C=O (DMF). Procedure: To a solution 41 (800 mg, 2.59 mmol) in DMF (20 mL) at room temperature were added 1-(3-Dimethylaminopropyl)-3-ethyl-carbodiimide hydrochloride (EDC, 593 mg, 3.12 mmol), and 1-Hydroxybenzotriazole hydrate (HOBT, 524 mg, 3.89 mmol). The mixture was stirred 20 min. at room temperature then NH2OTHP (455 mg, 3.89 mmol) was added. The resulting mixture was heated at 50° C. for 24 h then the DMF solvent was evaporated under reduced pressure and the residue was dissolved in CH2Cl2, washed with a satura... Isolated yield 13.3%. Reaction conditions: time 20 minute. Product: ONC(CCCC1=CC=C(C=C1)NS(=O)(=O)C1=CC=CC=C1)=O (N-Hydroxy-4-[4-(benzenesulfonylamino)-phenyl]-butanamide). Reactants: C(C)N(CC)CCN1C(=NC2=C1C=C(C=C2)OC)N (1-(N,N-diethylaminoethyl)-2-amino-6-methoxybenzimidazole), CC1=CC=C(C(=O)Cl)C=C1 (4-methylbenzoyl chloride). Product: C(C)N(CC)CCN1C(=NC2=C1C=C(C=C2)OC)NC(C2=CC=C(C=C2)C)=O (1-(N,N-Diethylaminoethyl)-2-(4-methylbenzamido)-6-methoxybenzimidazole). RXN SMILES: [CH2:1]([N:3]([CH2:6][CH2:7][N:8]1[C:12]2[CH:13]=[C:14]([O:17][CH3:18])[CH:15]=[CH:16][C:11]=2[N:10]=[C:9]1[NH2:19])[CH2:4][CH3:5])[CH3:2].[CH3:20][C:21]1[CH:29]=[CH:28][C:24]([C:25](Cl)=[O:26])=[CH:23][CH:22]=1>>[CH2:1]([N:3]([CH2:6][CH2:7][N:8]1[C:12]2[CH:13]=[C:14]([O:17][CH3:18])[CH:15]=[CH:16][C:11]=2[N:10]=[C:9]1[NH:19][C:25](=[O:26])[C:24]1[CH:28]=[CH:29][C:21]([CH3:20])=[CH:22][CH:23]=1)[CH2:4][CH3:5])[CH3:2]. Procedure: 1-(N,N-Diethylaminoethyl)-2-(4-methylbenzamido)-6-methoxybenzimidazole was prepared by the method of Example 2 using 1-(N,N-diethylaminoethyl)-2-amino-6-methoxybenzimidazole and 4-methylbenzoyl chloride. 1H NMR (DMSO): δ 1.33(t, 6H), 2.51 (s, CH3 ar), 3.40 (m, 4H), 3.58 (m, 2H), 3.98 (s, 3H), 4.87 (m 2H), 6.99-8.28 (4 m, 7 H), 11.61 (broad s, NH). The reactants are ClC1=NC(N=C1Cl)=C(Cl)Cl (4,5-dichloro-2-dichloromethylene-imidazole), [Na] (sodium), C1(=CC=C(C=C1)S(=O)(=O)N)C (p-toluenesulphonamide), O1CCOCC1 (dioxane). Solvent: O (water). The product is CC1=CC=C(C=C1)S(=O)(=O)NC(=O)C=1NC(=C(N1)Cl)Cl (N-(4-methylphenylsulphonyl)-4,5-dichloroimidazole-2-carboxylic acid amide). Isolated yield 42.0%. RXN SMILES: [Cl:1][C:2]1[C:6]([Cl:7])=[N:5][C:4](=[C:8](Cl)Cl)[N:3]=1.[Na].[C:12]1([CH3:22])[CH:17]=[CH:16][C:15]([S:18]([NH2:21])(=[O:20])=[O:19])=[CH:14][CH:13]=1.[O:23]1CCOCC1>O>[CH3:22][C:12]1[CH:13]=[CH:14][C:15]([S:18]([NH:21][C:8]([C:4]2[NH:5][C:6]([Cl:7])=[C:2]([Cl:1])[N:3]=2)=[O:23])(=[O:19])=[O:20])=[CH:16][CH:17]=1 |^1:10|. Procedure: A solution of 21.8 g (0.1 mol) of 4,5-dichloro-2-dichloromethylene-imidazole in 25 ml of dioxane was added to a suspension of 22 g (0.114 mol) of the sodium salt of p-toluenesulphonamide in 200 ml of water, while stirring. The mixture was then heated briefly to the boil and the product was filtered off while the mixture was still at the boiling point. The precipitate was dried and recrystallized from acetonitrile or toluene. In this way, 14 g (42% of theory) of N-(4-methylphenylsulphonyl)-4,5-di... RXN SMILES: [C:15](=[O:16])([O-:17])[O-:18].[C:21]([C:22](=[CH2:23])[CH3:24])(=[O:25])[Cl:26].[CH2:1]([CH3:2])[O:3][C:4](=[O:5])[CH:6]1[NH:7][c:8]2[cH:9][cH:10][cH:11][cH:12][c:13]2[CH2:14]1.[CH2:27]([Cl:28])[Cl:29].[K+:19].[K+:20]>>[CH2:1]([CH3:2])[O:3][C:4](=[O:5])[CH:6]1[N:7]([C:21]([C:22](=[CH2:23])[CH3:24])=[O:25])[c:8]2[cH:9][cH:10][cH:11][cH:12][c:13]2[CH2:14]1. The reactants are O=C([O-])[O-], C=C(C)C(=O)Cl, CCOC(=O)C1Cc2ccccc2N1, ClCCl, [K+], [K+]. Yields the product C=C(C)C(=O)N1c2ccccc2CC1C(=O)OCC. Starting materials: CC(C)C(=O)Cl, COCCOC, COc1cccc(CBr)c1, O, Cl[Pd]Cl, [Zn], c1ccc(P(c2ccccc2)c2ccccc2)cc1, c1ccc(P(c2ccccc2)c2ccccc2)cc1. Product: COc1cccc(CC(=O)C(C)C)c1. Reaction SMILES: [C:11]([CH:12]([CH3:13])[CH3:14])(=[O:15])[Cl:16].[CH3:18][O:19][CH2:20][CH2:21][O:22][CH3:23].[CH3:1][O:2][c:3]1[cH:4][c:5]([CH2:6][Br:7])[cH:8][cH:9][cH:10]1.[OH2:17].[Pd:24]([Cl:25])[Cl:26].[Zn:65].[c:27]1([P:28]([c:29]2[cH:30][cH:31][cH:32][cH:33][cH:34]2)[c:35]2[cH:36][cH:37][cH:38][cH:39][cH:40]2)[cH:41][cH:42][cH:43][cH:44][cH:45]1.[c:46]1([P:47]([c:48]2[cH:49][cH:50][cH:51][cH:52][cH:53]2)[c:54]2[cH:55][cH:56][cH:57][cH:58][cH:59]2)[cH:60][cH:61][cH:62][cH:63][cH:64]1>>[CH3:1][O:2][c:3]1[cH:4][c:5]([CH2:6][C:11]([CH:12]([CH3:13])[CH3:14])=[O:15])[cH:8][cH:9][cH:10]1.